This data is from the Open Reaction Database (ORD), a public repository of structured organic reaction records. The task is: describe an organic reaction: reactants, conditions, products, and yield Reactants: C1(=CC=CC=C1)O (phenol), solution, C1=CC=C(C=C1)N2C(=O)N=NC2=O (PTAD), Cl (HCl). Solvent: NaH2PO4 Na2HPO4, CC#N (CH3CN), CC#N (CH3CN). Conditions: time 30 minute. Product: OC1=CC=C(C=C1)N1NC(N(C1=O)C1=CC=CC=C1)=O (1-(4-hydroxyphenyl)-4-phenyl-1,2,4-triazolidine-3,5-dione). Isolated yield 14.9%. As a reaction SMILES: [C:1]1([OH:7])[CH:6]=[CH:5][CH:4]=[CH:3][CH:2]=1.[CH:8]1[CH:13]=[CH:12][C:11]([N:14]2[C:19](=[O:20])[N:18]=[N:17][C:15]2=[O:16])=[CH:10][CH:9]=1.Cl>CC#N>[OH:7][C:1]1[CH:6]=[CH:5][C:4]([N:17]2[C:15](=[O:16])[N:14]([C:11]3[CH:12]=[CH:13][CH:8]=[CH:9][CH:10]=3)[C:19](=[O:20])[NH:18]2)=[CH:3][CH:2]=1. Procedure details: To a solution of phenol (11.3 mg, 0.120 mmol) in 100 mM pH 7.0 NaH2PO4/Na2HPO4 buffer (3.0 mL)-CH3CN (3.0 mL) was slowly dropped the 0.3 M solution of PTAD 17a (0.442 mL, 0.132 mmol) in CH3CN at room temperature. The resulting solution was stirred at room temperature for 30 minutes. The reaction mixture was acidified with 1M HCl and extracted with ethyl acetate twice. The organic layer was dried over Na2SO4 and concentrated in vacuo. The obtained crude material was purified by flash column chrom... The reactants are CC(=O)OC(C)=O, Cc1csc(C(O)c2cccc3ccccc23)c1, O, c1ccncc1. Product: CC(=O)O, Cc1csc(C(O)c2cccc3ccccc23)c1. Reaction SMILES: [CH3:19][C:20](=[O:21])[O:22][C:23](=[O:24])[CH3:25].[CH3:1][c:2]1[cH:3][c:4]([CH:7]([OH:8])[c:9]2[cH:10][cH:11][cH:12][c:13]3[cH:14][cH:15][cH:16][cH:17][c:18]23)[s:5][cH:6]1.[OH2:26].[cH:27]1[cH:28][cH:29][n:30][cH:31][cH:32]1>>[CH3:19][C:20](=[O:21])[OH:22].[CH3:1][c:2]1[cH:3][c:4]([CH:7]([OH:8])[c:9]2[cH:10][cH:11][cH:12][c:13]3[cH:14][cH:15][cH:16][cH:17][c:18]23)[s:5][cH:6]1. The reactants are CC(C)(C)OC(=O)NCC#CCNC(=O)CCCCC(c1ccc(F)cc1)c1ccc(F)cc1, ClCCl, O=C(O)C(F)(F)F. Yields the product NCC#CCNC(=O)CCCCC(c1ccc(F)cc1)c1ccc(F)cc1. As a reaction SMILES: [C:1]([O:2][C:3](=[O:4])[NH:7][CH2:8][C:9]#[C:10][CH2:11][NH:12][C:13]([CH2:14][CH2:15][CH2:16][CH2:17][CH:18]([c:19]1[cH:20][cH:21][c:22]([F:25])[cH:23][cH:24]1)[c:26]1[cH:27][cH:28][c:29]([F:32])[cH:30][cH:31]1)=[O:33])([CH3:5])([CH3:6])[CH3:34].[Cl:42][CH2:43][Cl:44].[F:35][C:36]([F:37])([F:38])[C:39]([OH:40])=[O:41]>>[NH2:7][CH2:8][C:9]#[C:10][CH2:11][NH:12][C:13]([CH2:14][CH2:15][CH2:16][CH2:17][CH:18]([c:19]1[cH:20][cH:21][c:22]([F:25])[cH:23][cH:24]1)[c:26]1[cH:27][cH:28][c:29]([F:32])[cH:30][cH:31]1)=[O:33]. The reactants are N[C@]1(SC(=C(N1)C(F)(F)F)C=1C=C2C=CN=CC2=CC1)NCCCC1=CC=C(C=C1)Cl ((S)-2-amino-3-(4-chlorophenyl)propyl-5-(isoquinolin-6-yl)-4-(trifluoromethyl)thiazol-2-amine), BrC1=C(N=C(S1)N)C(F)(F)F (5-bromo-4-(trifluoromethyl)thiazol-2-amine), FC(C=1N=C(SC1)N)(F)F (4-(trifluoromethyl)thiazol-2-amine), BrN1C(CCC1=O)=O (N-bromosuccinimide). Yields the product N[C@H](CNC=1SC(=CN1)C1=CC=C2C=NN(C2=C1)C)CC1=CC=C(C=C1)C(F)(F)F (N—((S)-2-amino-3-(4-(trifluoromethyl)phenyl)propyl)-5-(1-methyl-1H-indazol-6-yl)thiazol-2-amine). As a reaction SMILES: N[C@:2]1([NH:21][CH2:22][CH2:23][CH2:24][C:25]2[CH:30]=[CH:29][C:28](Cl)=[CH:27][CH:26]=2)[NH:6][C:5](C(F)(F)F)=[C:4]([C:11]2[CH:12]=[C:13]3[C:18](=[CH:19][CH:20]=2)[CH:17]=[N:16]C=C3)[S:3]1.BrC1SC(N)=NC=1[C:39]([F:42])([F:41])[F:40].FC(F)(F)[C:45]1[N:46]=C(N)SC=1.Br[N:54]1C(=O)CCC1=O>>[NH2:54][C@@H:23]([CH2:24][C:25]1[CH:26]=[CH:27][C:28]([C:39]([F:42])([F:41])[F:40])=[CH:29][CH:30]=1)[CH2:22][NH:21][C:2]1[S:3][C:4]([C:11]2[CH:12]=[C:13]3[C:18]([CH:17]=[N:16][N:46]3[CH3:45])=[CH:19][CH:20]=2)=[CH:5][N:6]=1. Procedure details: Example 168, N—((S)-2-amino-3-(4-chlorophenyl)propyl-5-(isoquinolin-6-yl)-4-(trifluoromethyl)thiazol-2-amine: The title compound was synthesized in a manner similar manner to that described for Example 165 using 5-bromo-4-(trifluoromethyl)thiazol-2-amine as the starting material which was synthesized by treating 4-(trifluoromethyl)thiazol-2-amine with N-bromosuccinimide. Theoretical (M+H) 463.1 found 463.1. Reactants: N1(CCCCC1)CC1=CC(=NC=C1)OC\C=C/CNC(CCCCCBr)=O (N-[4-(4-piperidinomethyl-2-pyridyloxy)-cis-2-butenyl]-6-bromohexanamide), SCCO (2-mercaptoethanol). Product: N1(CCCCC1)CC1=CC(=NC=C1)OC\C=C/CNC(CCCCCSCCO)=O (N-[4-(4-Piperidinomethyl-2-pyridyloxy)-cis-2-butenyl]-6-(2-hydroxyethylthio)hexanamide). Yield: 94.0%. RXN SMILES: [N:1]1([CH2:7][C:8]2[CH:13]=[CH:12][N:11]=[C:10]([O:14][CH2:15]/[CH:16]=[CH:17]\[CH2:18][NH:19][C:20](=[O:27])[CH2:21][CH2:22][CH2:23][CH2:24][CH2:25]Br)[CH:9]=2)[CH2:6][CH2:5][CH2:4][CH2:3][CH2:2]1.[SH:28][CH2:29][CH2:30][OH:31]>>[N:1]1([CH2:7][C:8]2[CH:13]=[CH:12][N:11]=[C:10]([O:14][CH2:15]/[CH:16]=[CH:17]\[CH2:18][NH:19][C:20](=[O:27])[CH2:21][CH2:22][CH2:23][CH2:24][CH2:25][S:28][CH2:29][CH2:30][OH:31])[CH:9]=2)[CH2:6][CH2:5][CH2:4][CH2:3][CH2:2]1. Procedure: Following a procedure similar to that described in Example 67(b), but using N-[4-(4-piperidinomethyl-2-pyridyloxy)-cis-2-butenyl]-6-bromohexanamide [prepared as described in step (a) above] and 2-mercaptoethanol as starting materials, in relative proportions similar to those used in that Example, the title compound was obtained in a 94% yield. Starting materials: [N+](=O)([O-])C1=C(C=2C(C3=CC=CC=C3C(C2C=C1)=O)=O)[N+](=O)[O-] (dinitroanthraquinone), Example 1 ( A ), [N+](=O)([O-])C1=CC=CC=C1 (nitrobenzene). Product: [N+](=O)([O-])C1=CC=CC=2C(C3=CC=C(C=C3C(C12)=O)[N+](=O)[O-])=O (1,7-dinitro-anthraquinone). Reaction SMILES: [N+:1]([C:4]1[CH:17]=[CH:16][C:15]2[C:14](=[O:18])C3C(=CC=CC=3)[C:7](=[O:19])[C:6]=2[C:5]=1[N+]([O-])=O)([O-:3])=[O:2].[N+:23]([C:26]1[CH:31]=[CH:30][CH:29]=[CH:28][CH:27]=1)([O-:25])=[O:24]>>[N+:23]([C:26]1[C:31]2[C:7](=[O:19])[C:6]3[C:15](=[CH:16][CH:17]=[C:4]([N+:1]([O-:3])=[O:2])[CH:5]=3)[C:14](=[O:18])[C:30]=2[CH:29]=[CH:28][CH:27]=1)([O-:25])=[O:24]. Procedure details: 100 g of dinitroanthraquinone mixture of the composition described in Example 1 (A) are employed and stirred with B ml of nitrobenzene at C° C. for A hours and the precipitate is filtered off at C° C., washed with 50 ml of nitrobenzene and dried. D g of 1,7-dinitro-anthraquinone of the composition E are obtained. The reactants are O (water), B(Br)(Br)Br (boron tribromide), ClC1=C(C=O)C=C(C(=C1Cl)OC)OC (2,3-dichloro-4,5-dimethoxybenzaldehyde). The solvent is C(Cl)Cl (methylene chloride), C(Cl)Cl (methylene chloride). Run at time 1 hour. The product is ClC1=C(C=O)C=C(C(=C1Cl)O)O (2,3-dichloro-4,5-dihydroxybenzaldehyde). The yield is 91.8%. Reaction SMILES: B(Br)(Br)Br.[Cl:5][C:6]1[C:13]([Cl:14])=[C:12]([O:15]C)[C:11]([O:17]C)=[CH:10][C:7]=1[CH:8]=[O:9].O>C(Cl)Cl>[Cl:5][C:6]1[C:13]([Cl:14])=[C:12]([OH:15])[C:11]([OH:17])=[CH:10][C:7]=1[CH:8]=[O:9]. Reported procedure: A solution of 2.51 g of boron tribromide in methylene chloride is added to dropwise to a solution of 0.47 g of 2,3-dichloro-4,5-dimethoxybenzaldehyde in methylene chloride at -50° to -60° C. and the mixture is stirred at -50° C. to room temperature for 1 hour. The reaction mixture is poured into water and the aqueous mixture is extracted with ethyl acetate. The extract is evaporated to remove solvent. Methanol and 10% hydrochloric acid are added to the residue and the mixture is stirred at room ... Reported procedure: To a solution of 3-pyridine-carboxaldehyde (0.24 g) in methanol, methylamine (2.0 M solution in tetrahydrofuran, 6 ml) was added, and the mixture was stirred at room temperature for 23 hours. Then, sodium borohydride (0.22 g) was added thereto, and the mixture was stirred for 1 hour. The reaction solution was concentrated under reduced pressure. The residue was partially purified on a reverse-phase silica gel column. A crude product was obtained by decantation and directly used in the next react... As a reaction SMILES: [N:1]1[CH:6]=[CH:5][CH:4]=[C:3]([CH:7]=O)[CH:2]=1.[BH4-].[Na+].[CH3:11][NH2:12]>CO>[CH3:11][NH:12][CH2:7][C:3]1[CH:2]=[N:1][CH:6]=[CH:5][CH:4]=1 |f:1.2|. The reactants are N1=CC(=CC=C1)C=O (3-pyridine-carboxaldehyde), CN (methylamine), [BH4-].[Na+] (sodium borohydride). The solvent is CO (methanol). Run at time 23 hour. Yields the product CNCC=1C=NC=CC1 (N-Methyl-1-(3-pyridyl)methanamine). The reactants are (R,R)-2,2′-bismethoxymethoxy-1,1′-binaphthol, Compound 2, [Cl-].[NH4+] (ammonium chloride), Cl (hydrochloric acid), C(CCC)[Li] (n-butyllithium), CN(CCN(C)C)C (N,N,N′,N′-tetramethylethylenediamine). Solvent: C1CCOC1 (THF), CN(C=O)C (N,N-dimethylformamide), C1CCOC1 (THF). Reaction conditions: temperature -78 celsius, time 30 minute. The product is C(Cl)Cl.CCCCCC (methylene chloride hexane). Yield: 67.0%. RXN SMILES: [CH3:1]N(C)[CH2:3][CH2:4]N(C)C.[CH2:9]([Li])[CH2:10][CH2:11][CH3:12].[Cl-:14].[NH4+].[ClH:16]>CN(C)C=O.C1COCC1>[CH2:1]([Cl:16])[Cl:14].[CH3:9][CH2:10][CH2:11][CH2:12][CH2:3][CH3:4] |f:2.3,7.8|. Reported procedure: A THF (120 mL) solution of (R,R)-2,2′-bismethoxymethoxy-1,1′-binaphthol (Compound 2) (46 mmol) was charged to a 200 mL flask and cooled to −78° C., N,N,N′,N′-tetramethylethylenediamine (66 mmol) was added, after which n-butyllithium was added dropwise. The mixture was stirred for 30 minutes at 0° C., a THF solution of N,N-dimethylformamide was added dropwise at −78° C., and the mixture was stirred for 30 minutes. The temperature was increased to 0° C. and the mixture was stirred for 40 minutes. ... Starting materials: COC(=O)c1ccc(CC(=O)O)cc1, CN(C)C=O, O=C(Cl)C(=O)Cl, ClCCl. Yields the product COC(=O)c1ccc(CC(=O)Cl)cc1. RXN SMILES: [CH3:1][O:2][C:3](=[O:4])[c:5]1[cH:6][cH:7][c:8]([CH2:11][C:12](=[O:13])[OH:14])[cH:9][cH:10]1.[CH3:21][N:22]([CH3:23])[CH:24]=[O:25].[Cl:15][C:16]([C:17]([Cl:18])=[O:19])=[O:20].[Cl:26][CH2:27][Cl:28]>>[CH3:1][O:2][C:3](=[O:4])[c:5]1[cH:6][cH:7][c:8]([CH2:11][C:12](=[O:14])[Cl:15])[cH:9][cH:10]1.